From a dataset of the Open Reaction Database (ORD), a public repository of structured organic reaction records. describe an organic reaction: reactants, conditions, products, and yield Reactants: C1(CCCCC1)C1=CC=C(COC2=CC=C(C=C2)C=2N=C(SC2)NCC2=CC=C(C(=O)OC)C=C2)C=C1 (methyl 4-(4-(4-(4-cyclohexylbenzyloxy)phenyl)-2-thiazolylaminomethyl)benzoate), S(=O)(=O)(OC)OC (dimethyl sulfate), [H-].[Na+] (sodium hydride), C(C)(C)OC(C)C (Diisopropyl ether). Run in CN(C=O)C (N,N-dimethylformamide), CN(C=O)C (N,N-dimethylformamide), O (water). Reaction conditions: time 1 hour. Yields the product C1(CCCCC1)C1=CC=C(COC2=CC=C(C=C2)C=2N=C(SC2)N(C)CC2=CC=C(C(=O)OC)C=C2)C=C1 (methyl 4-(N-(4-(4-(4-cyclohexylbenzyloxy)phenyl)-2-thiazolyl)-N-methylaminomethyl)benzoate). Isolated yield 83.7%. RXN SMILES: [CH:1]1([C:7]2[CH:37]=[CH:36][C:10]([CH2:11][O:12][C:13]3[CH:18]=[CH:17][C:16]([C:19]4[N:20]=[C:21]([NH:24][CH2:25][C:26]5[CH:35]=[CH:34][C:29]([C:30]([O:32][CH3:33])=[O:31])=[CH:28][CH:27]=5)[S:22][CH:23]=4)=[CH:15][CH:14]=3)=[CH:9][CH:8]=2)[CH2:6][CH2:5][CH2:4][CH2:3][CH2:2]1.S(OC)(O[CH3:42])(=O)=O.[H-].[Na+].C(OC(C)C)(C)C>CN(C)C=O.O>[CH:1]1([C:7]2[CH:37]=[CH:36][C:10]([CH2:11][O:12][C:13]3[CH:18]=[CH:17][C:16]([C:19]4[N:20]=[C:21]([N:24]([CH2:25][C:26]5[CH:27]=[CH:28][C:29]([C:30]([O:32][CH3:33])=[O:31])=[CH:34][CH:35]=5)[CH3:42])[S:22][CH:23]=4)=[CH:15][CH:14]=3)=[CH:9][CH:8]=2)[CH2:6][CH2:5][CH2:4][CH2:3][CH2:2]1 |f:2.3|. Procedure details: Under an argon atmosphere, a suspension of methyl 4-(4-(4-(4-cyclohexylbenzyloxy)phenyl)-2-thiazolylaminomethyl)benzoate (65.0 g, 0.127 mol) obtained in Example 2(3) in N,N-dimethylformamide (130 ml) and dimethyl sulfate (15.0 ml, 0.159 mol) were successively added dropwise to a suspension of sodium hydride (content 60%, 6.09 g, 0.152 mol) in N,N-dimethylformamide (130 ml) at 10° C. or below and the mixture was stirred at room temperature for 1 hr. Diisopropyl ether (195 ml) and water (130 ml) w... Starting materials: CN1CC2=CC=CC=C2C(C1)=O (2-methyl-2,3-dihydro-1H-isoquinolin-4-one), BrC=1C=CC2=C(C=CS2)C1 (5-bromobenzothiophene), C(C)(C)(C)[Li] (t-butyllithium). Conditions: temperature -75 celsius, time 1 hour. The product is S1C2=C(C=C1)C=C(C=C2)C2(CN(CC1=CC=CC=C21)C)O (4-(benzo[b]thiophen-5-yl)-2-methyl-1,2,3,4-tetrahydro-isoquinoline-4-ol), BrC1=CC2=C(SC(=C2)C2(CN(CC3=CC=CC=C23)C)O)C=C1 (4-(5-bromobenzo[b]thiophen-2-yl)-2-methyl-1,2,3,4-tetrahydroisoquinoline-4-ol). Isolated yield 8.0%. As a reaction SMILES: [Br:1][C:2]1[CH:3]=[CH:4][C:5]2[S:9][CH:8]=[CH:7][C:6]=2[CH:10]=1.C([Li])(C)(C)C.[CH3:16][N:17]1[CH2:26][C:25](=[O:27])[C:24]2[C:19](=[CH:20][CH:21]=[CH:22][CH:23]=2)[CH2:18]1>>[S:9]1[CH:8]=[CH:7][C:6]2[CH:10]=[C:2]([C:25]3([OH:27])[C:24]4[C:19](=[CH:20][CH:21]=[CH:22][CH:23]=4)[CH2:18][N:17]([CH3:16])[CH2:26]3)[CH:3]=[CH:4][C:5]1=2.[Br:1][C:2]1[CH:3]=[CH:4][C:5]2[S:9][C:8]([C:25]3([OH:27])[C:24]4[C:19](=[CH:20][CH:21]=[CH:22][CH:23]=4)[CH2:18][N:17]([CH3:16])[CH2:26]3)=[CH:7][C:6]=2[CH:10]=1. Reported procedure: To a solution of 5-bromobenzothiophene (511 mg, 2.4 mmol) at −75° C., was added t-butyllithium (1.7 M in pentane, 1.6 mL, 2.6 mmol) dropwise. The reaction mixture was stirred at −75° C. for 1 hour. To the resulting dark brown mixture was added 2-methyl-2,3-dihydro-1H-isoquinolin-4-one (323 mg, 2.0 mmol), which was prepared using the method described by Hanna et al., J. Med. Chem., 17(9):1020-1023 (1974), which is hereby incorporated by reference in its entirety. The reaction mixture was stirred ... The reactants are OCCCC1CCCC1, ClCCl, [K+], O=[Mn](=O)(=O)[O-], O=[Cr](=O)([O-])Cl, c1cc[nH+]cc1. Yields the product O=CCCC1CCCC1. As a reaction SMILES: [CH:1]1([CH2:6][CH2:7][CH2:8][OH:9])[CH2:2][CH2:3][CH2:4][CH2:5]1.[Cl:27][CH2:28][Cl:29].[K+:26].[Mn:21]([O-:22])(=[O:23])(=[O:24])=[O:25].[O:10]=[Cr:11]([Cl:12])([O-:13])=[O:14].[nH+:15]1[cH:16][cH:17][cH:18][cH:19][cH:20]1>>[CH:1]1([CH2:6][CH2:7][CH:8]=[O:9])[CH2:2][CH2:3][CH2:4][CH2:5]1. Reagents/catalysts: CN(C)C=1C=CN=CC1 (DMAP). The product is CC=1NC(=CN1)[N+](=O)[O-].[N+](=O)([O-])C1=CC=C(O1)C(=O)OCCC (2-methyl-5-nitro-1H-imidazole 1-propyl 5-nitro-2-furoate). Reported procedure: The reaction mixture of 5-nitro-2-furoic acid (157 mg, 1.0 mmol), 1-(3-hydroxypropyl)-2-methyl-5-nitroimidazole (184 mg, 1.0 mmol), EDCI (260 mg, 1.3 mmol), DMAP (10 mg, 0.1 mmol) and THF (5 ml) will be stirred at room temperature for 10 h. Evaporation of THF gives a residue which will be dissolved in ethyl acetate. The organic layer of ethyl acetate will be washed with H2O, 5% Na2CO3, H2O and brine, and then dried over MgSO4. The solvent will be removed under vacuum. The resulting solid will be... RXN SMILES: [N+:1]([C:4]1[O:8][C:7]([C:9]([OH:11])=[O:10])=[CH:6][CH:5]=1)([O-:3])=[O:2].O[CH2:13][CH2:14][CH2:15][N:16]1[C:20]([N+:21]([O-:23])=[O:22])=[CH:19][N:18]=[C:17]1[CH3:24].CCN=C=NCCCN(C)C.C1COCC1>CN(C1C=CN=CC=1)C.C(OCC)(=O)C>[CH3:24][C:17]1[NH:16][C:20]([N+:21]([O-:23])=[O:22])=[CH:19][N:18]=1.[N+:1]([C:4]1[O:8][C:7]([C:9]([O:11][CH2:13][CH2:14][CH3:15])=[O:10])=[CH:6][CH:5]=1)([O-:3])=[O:2] |f:6.7|. Solvent: C(C)(=O)OCC (ethyl acetate). Conditions: time 10 hour. Starting materials: [N+](=O)([O-])C1=CC=C(O1)C(=O)O (5-nitro-2-furoic acid), OCCCN1C(=NC=C1[N+](=O)[O-])C (1-(3-hydroxypropyl)-2-methyl-5-nitroimidazole), CCN=C=NCCCN(C)C (EDCI), C1CCOC1 (THF).